describe an organic reaction: reactants, conditions, products, and yield From a dataset of the Open Reaction Database (ORD), a public repository of structured organic reaction records. The reactants are COc1cnc(Br)c2[nH]cc(C(=O)C(=O)N3CCN(c4nnnn4-c4ccccn4)CC3)c12, O=C([O-])[O-], C1COCCO1, CC(C)(C)OC(=O)N1CCN(c2ccc(B3OC(C)(C)C(C)(C)O3)cc2)CC1, [Na+], [Na+], O. The product is COc1cnc(-c2ccc(N3CCN(C(=O)OC(C)(C)C)CC3)cc2)c2[nH]cc(C(=O)C(=O)N3CCN(c4nnnn4-c4ccccn4)CC3)c12. RXN SMILES: [Br:1][c:2]1[n:3][cH:4][c:5]([O:32][CH3:33])[c:6]2[c:7]1[nH:8][cH:9][c:10]2[C:11]([C:12](=[O:13])[N:14]1[CH2:15][CH2:16][N:17]([c:20]2[n:21][n:22][n:23][n:24]2-[c:25]2[n:26][cH:27][cH:28][cH:29][cH:30]2)[CH2:18][CH2:19]1)=[O:31].[C:62](=[O:63])([O-:64])[O-:65].[CH2:69]1[O:70][CH2:71][CH2:72][O:73][CH2:74]1.[CH3:34][C:35]1([CH3:36])[C:37]([CH3:38])([CH3:39])[O:40][B:41]([c:42]2[cH:43][cH:44][c:45]([N:48]3[CH2:49][CH2:50][N:51]([C:54](=[O:55])[O:56][C:57]([CH3:58])([CH3:59])[CH3:60])[CH2:52][CH2:53]3)[cH:46][cH:47]2)[O:61]1.[Na+:66].[Na+:67].[OH2:68]>>[c:2]1(-[c:42]2[cH:43][cH:44][c:45]([N:48]3[CH2:49][CH2:50][N:51]([C:54](=[O:55])[O:56][C:57]([CH3:58])([CH3:59])[CH3:60])[CH2:52][CH2:53]3)[cH:46][cH:47]2)[n:3][cH:4][c:5]([O:32][CH3:33])[c:6]2[c:7]1[nH:8][cH:9][c:10]2[C:11]([C:12](=[O:13])[N:14]1[CH2:15][CH2:16][N:17]([c:20]2[n:21][n:22][n:23][n:24]2-[c:25]2[n:26][cH:27][cH:28][cH:29][cH:30]2)[CH2:18][CH2:19]1)=[O:31]. Reactants: COC=1C=C2C(=NC(=NC2=CC1OC)N(C)CC1(CCNCC1)C1=CC=CC=C1)N (6,7-Dimethoxy-N2-(4-phenyl-piperidin-4-ylmethyl)-N2-methyl-quinazoline-2,4-diamine), C([O-])(O)=O.[Na+] (sodium bicarbonate), C1(CC1)C(=O)Cl (cyclopropylcarbonyl chloride). Run in C(C)(=O)OCC (ethyl acetate). Conditions: time 30 minute. The product is NC1=NC(=NC2=CC(=C(C=C12)OC)OC)N(C)CC1(CCN(CC1)C(=O)C1CC1)C1=CC=CC=C1 (1-(4-{[(4-Amino-6,7-dimethoxy-quinazolin-2-yl)-methyl-amino]-methyl}-4-phenyl-piperidin-1-yl)-1-cyclopropyl-methanone). RXN SMILES: [CH3:1][O:2][C:3]1[CH:4]=[C:5]2[C:10](=[CH:11][C:12]=1[O:13][CH3:14])[N:9]=[C:8]([N:15]([CH2:17][C:18]1([C:24]3[CH:29]=[CH:28][CH:27]=[CH:26][CH:25]=3)[CH2:23][CH2:22][NH:21][CH2:20][CH2:19]1)[CH3:16])[N:7]=[C:6]2[NH2:30].C(=O)(O)[O-].[Na+].[CH:36]1([C:39](Cl)=[O:40])[CH2:38][CH2:37]1>C(OCC)(=O)C>[NH2:30][C:6]1[C:5]2[C:10](=[CH:11][C:12]([O:13][CH3:14])=[C:3]([O:2][CH3:1])[CH:4]=2)[N:9]=[C:8]([N:15]([CH2:17][C:18]2([C:24]3[CH:29]=[CH:28][CH:27]=[CH:26][CH:25]=3)[CH2:19][CH2:20][N:21]([C:39]([CH:36]3[CH2:38][CH2:37]3)=[O:40])[CH2:22][CH2:23]2)[CH3:16])[N:7]=1 |f:1.2|. Procedure: A mixture of 6,7-dimethoxy-N2-(4-phenyl-piperidin-4-ylmethyl)-N2-methyl-quinazoline-2,4-diamine 11 (125 mg), ethyl acetate (10 ml) and aq. sodium bicarbonate (10 ml) was stirred vigorously while 40 μL of cyclopropylcarbonyl chloride were added slowly via syringe. After 30 min., the reaction mixture was worked up as usual to yield 1-(4-{[(4-Amino-6,7-dimethoxy-quinazolin-2-yl)-methyl-amino]-methyl}-4-phenyl-piperidin-1-yl)-1-cyclopropyl-methanone 12, MS: 476 ([M+H]+) The crude base was converted ... As a reaction SMILES: C[O:2][C:3]1[CH:8]=[CH:7][CH:6]=[CH:5][C:4]=1[C:9]1[N:10]=[C:11]([N:19]2[CH2:24][CH2:23][CH:22]([NH:25][C:26](=[O:32])[O:27][CH2:28][CH:29]([CH3:31])[CH3:30])[CH2:21][CH2:20]2)[C:12]2[C:17]([CH3:18])=[CH:16][S:15][C:13]=2[N:14]=1.B(Br)(Br)Br.C([O-])(O)=O.[Na+]>C(Cl)Cl>[OH:2][C:3]1[CH:8]=[CH:7][CH:6]=[CH:5][C:4]=1[C:9]1[N:10]=[C:11]([N:19]2[CH2:24][CH2:23][CH:22]([NH:25][C:26](=[O:32])[O:27][CH2:28][CH:29]([CH3:30])[CH3:31])[CH2:21][CH2:20]2)[C:12]2[C:17]([CH3:18])=[CH:16][S:15][C:13]=2[N:14]=1 |f:2.3|. Product: OC1=C(C=CC=C1)C=1N=C(C2=C(N1)SC=C2C)N2CCC(CC2)NC(OCC(C)C)=O (Isobutyl 1-(2-(2-hydroxyphenyl)-5-methylthieno[2,3-d]pyrimidin-4-yl)piperidin-4-ylcarbamate). Procedure details: A solution of isobutyl 1-(2-(2-methoxyphenyl)-5-methylthieno[2,3-d]pyrimidin-4-yl)piperidin-4-ylcarbamate (0.127 g, 0.28 mmol) in CH2Cl2 (2 mL) was cooled to −50° C., and a solution of BBr3 in CH2Cl2 (1 M, 1.7 mL, 1.7 mmol) was slowly added. The reaction was allowed to gradually warm to room temperature over 1 h, and saturated aqueous NaHCO3 was slowly added. The organic layer was separated, washed with water, dried over Na2SO4, and concentrated under vacuum. The residue was purified by preparat... The solvent is C(Cl)Cl (CH2Cl2), C(Cl)Cl (CH2Cl2). Reactants: B(Br)(Br)Br (BBr3), COC1=C(C=CC=C1)C=1N=C(C2=C(N1)SC=C2C)N2CCC(CC2)NC(OCC(C)C)=O (isobutyl 1-(2-(2-methoxyphenyl)-5-methylthieno[2,3-d]pyrimidin-4-yl)piperidin-4-ylcarbamate), C(=O)(O)[O-].[Na+] (NaHCO3). Reactants: [OH-].[Na+] (sodium hydroxide), COC=1C=C(C=C2C=CC(NC12)=O)C(=O)OCC (8-methoxy-6-ethoxycarbonylcarbostyril). The solvent is C(C)O (ethanol). Conditions: time 1 minute. The product is COC=1C=C(C=C2C=CC(NC12)=O)C(=O)O (8-methoxy-6-carboxycarbostyril). Isolated yield 91.4%. As a reaction SMILES: [OH-].[Na+].[CH3:3][O:4][C:5]1[CH:6]=[C:7]([C:16]([O:18]CC)=[O:17])[CH:8]=[C:9]2[C:14]=1[NH:13][C:12](=[O:15])[CH:11]=[CH:10]2>C(O)C>[CH3:3][O:4][C:5]1[CH:6]=[C:7]([C:16]([OH:18])=[O:17])[CH:8]=[C:9]2[C:14]=1[NH:13][C:12](=[O:15])[CH:11]=[CH:10]2 |f:0.1|. Procedure: 8.09 ml of a 5N aqueous sodium hydroxide solution was added to a suspension of 2.00 g of 8-methoxy-6-ethoxycarbonylcarbostyril in ethanol. The mixture became uniform in about 1 minute. The mixture was stirred at room temperature for 4 days. The resulting precipitate was collected by filtration and dissolved in water. The solution was washed with ethyl acetate, and then was made acidic with concentrated hydrochloric acid with ice-cooling. The resulting precipitate was collected by filtration to o... Yields the product C1(CCCCC1)NC(OCCCN(C)C)=O (γ-Dimethylaminopropyl N-cyclohexylcarbamate). The reactants are CN(CCCO)C (3-dimethylamino-1-propanol), C1(CCCCC1)N=C=O (cyclohexyl isocyanate). Procedure details: 77.3 g of 3-dimethylamino-1-propanol are reacted with 94 g of cyclohexyl isocyanate in accordance with Example 13. Distillation of the reaction product yields 153.4 g (92.8%) of analytically pure product (analysis by gas chromatography) with a boiling point of 105° C./0.015 torr. IR spectrum: 3320 cm-1NH, 1700 cm-1C=O, no bands between 2000 and 2500 cm-1. RXN SMILES: [CH3:1][N:2]([CH3:7])[CH2:3][CH2:4][CH2:5][OH:6].[CH:8]1([N:14]=[C:15]=[O:16])[CH2:13][CH2:12][CH2:11][CH2:10][CH2:9]1>>[CH:8]1([NH:14][C:15](=[O:16])[O:6][CH2:5][CH2:4][CH2:3][N:2]([CH3:7])[CH3:1])[CH2:13][CH2:12][CH2:11][CH2:10][CH2:9]1. Starting materials: c1ccc(CCN2CCNCC2)cc1, CCN(C(C)C)C(C)C, O=C(Cl)C(=O)Cl, ClCCl, CN(C)C=O, O=C(O)c1ccc2[nH]ccc2c1. Yields the product O=C(c1ccc2[nH]ccc2c1)N1CCN(CCc2ccccc2)CC1. RXN SMILES: [CH2:19]([CH2:20][c:21]1[cH:22][cH:23][cH:24][cH:25][cH:26]1)[N:27]1[CH2:28][CH2:29][NH:30][CH2:31][CH2:32]1.[CH:33]([N:34]([CH:35]([CH3:36])[CH3:37])[CH2:38][CH3:39])([CH3:40])[CH3:41].[Cl:13][C:14]([C:15]([Cl:16])=[O:17])=[O:18].[Cl:47][CH2:48][Cl:49].[O:42]=[CH:43][N:44]([CH3:45])[CH3:46].[nH:1]1[cH:2][cH:3][c:4]2[cH:5][c:6]([C:10](=[O:11])[OH:12])[cH:7][cH:8][c:9]12>>[nH:1]1[cH:2][cH:3][c:4]2[cH:5][c:6]([C:10](=[O:12])[N:30]3[CH2:29][CH2:28][N:27]([CH2:19][CH2:20][c:21]4[cH:22][cH:23][cH:24][cH:25][cH:26]4)[CH2:32][CH2:31]3)[cH:7][cH:8][c:9]12. Starting materials: [BH4-], Cc1cc(C=O)cc(C)c1OC(=O)CNCC(=O)OC(C)(C)C, CCOC(C)=O, [Na+], C1CCOC1. Product: Cc1cc(CO)cc(C)c1OC(=O)CNCC(=O)OC(C)(C)C. Reaction SMILES: [BH4-:24].[C:1]([CH3:2])([CH3:3])([CH3:4])[O:5][C:6](=[O:7])[CH2:8][NH:9][CH2:10][C:11](=[O:12])[O:13][c:14]1[c:15]([CH3:23])[cH:16][c:17]([CH:18]=[O:19])[cH:20][c:21]1[CH3:22].[CH3:31][CH2:32][O:33][C:34](=[O:35])[CH3:36].[Na+:25].[O:26]1[CH2:27][CH2:28][CH2:29][CH2:30]1>>[C:1]([CH3:2])([CH3:3])([CH3:4])[O:5][C:6](=[O:7])[CH2:8][NH:9][CH2:10][C:11](=[O:12])[O:13][c:14]1[c:15]([CH3:23])[cH:16][c:17]([CH2:18][OH:19])[cH:20][c:21]1[CH3:22]. RXN SMILES: [CH3:34][CH2:35][OH:36].[CH3:6][O:7][c:8]1[cH:9][cH:10][c:11]([CH2:12][NH:13][c:14]2[cH:15][c:16]([NH:23][c:24]3[n:25][cH:26][c:27]([C:30]#[N:31])[n:28][cH:29]3)[n:17][cH:18][c:19]2[N+:20]([O-:21])=[O:22])[cH:32][cH:33]1.[OH2:1].[OH2:2].[Sn:3]([Cl:4])[Cl:5]>>[CH3:6][O:7][c:8]1[cH:9][cH:10][c:11]([CH2:12][NH:13][c:14]2[cH:15][c:16]([NH:23][c:24]3[n:25][cH:26][c:27]([C:30]#[N:31])[n:28][cH:29]3)[n:17][cH:18][c:19]2[NH2:20])[cH:32][cH:33]1. Starting materials: CCO, COc1ccc(CNc2cc(Nc3cnc(C#N)cn3)ncc2[N+](=O)[O-])cc1, O, O, Cl[Sn]Cl. Product: COc1ccc(CNc2cc(Nc3cnc(C#N)cn3)ncc2N)cc1. Starting materials: [K+], [K+], COC(=O)C1C(N=[N+]=[N-])C(=O)N1Cc1ccc(OC)cc1OC, [Na+], [Na+], O=P([O-])([O-])O, O=S(=O)([O-])OOS(=O)(=O)[O-]. The product is COC(=O)C1NC(=O)C1N=[N+]=[N-]. Reaction SMILES: [K+:34].[K+:35].[N:1](=[N+:2]=[N-:3])[CH:4]1[CH:5]([C:20](=[O:21])[O:22][CH3:23])[N:6]([CH2:9][c:10]2[cH:11][cH:12][c:13]([O:14][CH3:15])[cH:16][c:17]2[O:18][CH3:19])[C:7]1=[O:8].[Na+:41].[Na+:42].[P:36]([O-:37])([O-:38])([OH:39])=[O:40].[S:24]([O:25][O:26][S:27]([O-:28])(=[O:29])=[O:30])([O-:31])(=[O:32])=[O:33]>>[N:1](=[N+:2]=[N-:3])[CH:4]1[CH:5]([C:20](=[O:21])[O:22][CH3:23])[NH:6][C:7]1=[O:8]. Starting materials: C[Si](C)(C)C#Cc1ccc(Br)cc1, C1CCOC1, [Li]CCCC, C[Si](C)(C)C#Cc1ccc(C(=O)c2ccc(C#C[Si](C)(C)C)cc2)cc1, CCOCC, O. The product is C[Si](C)(C)C#Cc1ccc(C(O)(c2ccc(C#C[Si](C)(C)C)cc2)c2ccc(C#C[Si](C)(C)C)cc2)cc1. As a reaction SMILES: [Br:6][c:7]1[cH:8][cH:9][c:10]([C:13]#[C:14][Si:15]([CH3:16])([CH3:17])[CH3:18])[cH:11][cH:12]1.[CH2:19]1[O:20][CH2:21][CH2:22][CH2:23]1.[CH3:1][CH2:2][CH2:3][CH2:4][Li:5].[CH3:24][Si:25]([CH3:26])([CH3:27])[C:28]#[C:29][c:30]1[cH:31][cH:32][c:33]([C:34](=[O:35])[c:36]2[cH:37][cH:38][c:39]([C:42]#[C:43][Si:44]([CH3:45])([CH3:46])[CH3:47])[cH:40][cH:41]2)[cH:48][cH:49]1.[CH3:50][CH2:51][O:52][CH2:53][CH3:54].[OH2:55]>>[c:7]1([C:34]([c:33]2[cH:32][cH:31][c:30]([C:29]#[C:28][Si:25]([CH3:24])([CH3:26])[CH3:27])[cH:49][cH:48]2)([OH:35])[c:36]2[cH:37][cH:38][c:39]([C:42]#[C:43][Si:44]([CH3:45])([CH3:46])[CH3:47])[cH:40][cH:41]2)[cH:8][cH:9][c:10]([C:13]#[C:14][Si:15]([CH3:16])([CH3:17])[CH3:18])[cH:11][cH:12]1.